From a dataset of the Open Reaction Database (ORD), a public repository of structured organic reaction records. describe an organic reaction: reactants, conditions, products, and yield Starting materials: N#CCC(=O)O, CCN1CCC(=O)CC1, Cc1ccccc1. Reaction SMILES: [C:10](#[N:11])[CH2:12][C:13]([OH:14])=[O:15].[CH2:1]([CH3:2])[N:3]1[CH2:4][CH2:5][C:6](=[O:9])[CH2:7][CH2:8]1.[CH3:16][c:17]1[cH:18][cH:19][cH:20][cH:21][cH:22]1>>[CH2:1]([CH3:2])[N:3]1[CH2:4][CH2:5][C:6]([CH2:12][C:10]#[N:11])=[CH:7][CH2:8]1. Product: CCN1CC=C(CC#N)CC1. Starting materials: COC=1C=CC2=C(C1)OC(C=1CNCCC12)=O (8-methoxy-1,2,3,4-tetrahydro-chromeno[3,4-c]pyridin-5-one), C([O-])([O-])=O.[K+].[K+] (potassium carbonate), [N+](=O)([O-])C1=CC=C(CBr)C=C1 (4-nitrobenzyl bromide). Run in CN(C=O)C (N,N-dimethylformamide). Conditions: temperature 90 celsius. Product: COC=1C=CC2=C(C1)OC(C=1CN(CCC12)CC1=CC=C(C=C1)[N+](=O)[O-])=O (8-Methoxy-3-(4-nitro-benzyl)-1,2,3,4-tetrahydro-chromeno[3,4-c]pyridin-5-one). Isolated yield 46.6%. Reaction SMILES: [CH3:1][O:2][C:3]1[CH:4]=[CH:5][C:6]2[C:16]3[CH2:15][CH2:14][NH:13][CH2:12][C:11]=3[C:10](=[O:17])[O:9][C:7]=2[CH:8]=1.C(=O)([O-])[O-].[K+].[K+].[N+:24]([C:27]1[CH:34]=[CH:33][C:30]([CH2:31]Br)=[CH:29][CH:28]=1)([O-:26])=[O:25]>CN(C)C=O>[CH3:1][O:2][C:3]1[CH:4]=[CH:5][C:6]2[C:16]3[CH2:15][CH2:14][N:13]([CH2:31][C:30]4[CH:33]=[CH:34][C:27]([N+:24]([O-:26])=[O:25])=[CH:28][CH:29]=4)[CH2:12][C:11]=3[C:10](=[O:17])[O:9][C:7]=2[CH:8]=1 |f:1.2.3|. Reported procedure: A mixture of 8-methoxy-1,2,3,4-tetrahydro-chromeno[3,4-c]pyridin-5-one (1.2 g, 5.2 mmol), potassium carbonate (0.69 g, 5.0 mmol), and 4-nitrobenzyl bromide (1.1 g, 5.1 mmol) in 15 mL of N,N-dimethylformamide is heated at 90° C. for 4 hours. The cooled reaction mixture is evaporated, and the residue partitioned between ethyl acetate and brine. The organic layer is dried (anhydrous magnesium sulfate) and evaporated. Recrystallization of the residue from ethyl acetate gives 0.87 g (47%) of product;... Reactants: NC=1N=C(C2=C(N1)N(C=C2)[C@H]2[C@H](OC)[C@H](O)[C@H](O2)CO)Cl (2-Amino-4-chloro-7-(2-O-methyl-β-D-ribofuranosyl)-7H-pyrrolo[2,3-d]pyrimidine), [OH-].[Na+].O (NaOH H2O), Cl (HCl). Product: NC=1NC(C2=C(N1)N(C=C2)[C@H]2[C@H](OC)[C@H](O)[C@H](O2)CO)=O (2-Amino-7-(2-O-methyl-β-D-ribofuranosyl)-7H-pyrrolo[2,3-d]pyrimidin-4(3H)-one). As a reaction SMILES: [NH2:1][C:2]1[N:3]=[C:4](Cl)[C:5]2[CH:10]=[CH:9][N:8]([C@@H:11]3[O:18][C@H:17]([CH2:19][OH:20])[C@@H:15]([OH:16])[C@H:12]3[O:13][CH3:14])[C:6]=2[N:7]=1.Cl.[OH-:23].[Na+].O>>[NH2:1][C:2]1[NH:3][C:4](=[O:23])[C:5]2[CH:10]=[CH:9][N:8]([C@@H:11]3[O:18][C@H:17]([CH2:19][OH:20])[C@@H:15]([OH:16])[C@H:12]3[O:13][CH3:14])[C:6]=2[N:7]=1 |f:2.3.4|. Reported procedure: A solution of the compound from Step C (80 mg, 0.25 mmol) in NaOH/H2O (1.6 g/20 ml) was heated at reflux for 7 hrs., whereupon the solution was adjusted with dilute HCl to a pH of 7 and then evaporated. Chromatography of the resulting solid on silica gel with EtOAc/MeOH 8/2 afforded the product as a white solid; yield 64 mg. Starting materials: CN1CCOCC1 (4-methylmorpholine), ClC(=O)OCC(C)C (isobutyl chloroformate), ON=C(C1=CC=C(C=C1)C)N (N′-hydroxy-4-methylbenzimidamide), C(C)(C)(C)OC(CN(C(C1=CC=C(C=C1)NC(CC1=C(C=C(C=C1)OC)C(F)(F)F)=O)=O)CC1=CC=C(C(=O)O)C=C1)=O (4-((N-(2-(tert-butoxy)-2-oxoethyl)-4-(2-(4-methoxy-2-(trifluoromethyl)phenyl)acetamido)benzamido)methyl)benzoic acid). The solvent is O1CCOCC1 (dioxane), CN(C)C=O (DMF), C(Cl)Cl (DCM). Conditions: time 1 hour. Product: COC1=CC(=C(C=C1)CC(=O)NC1=CC=C(C(=O)N(CC2=CC=C(C=C2)C2=NC(=NO2)C2=CC=C(C=C2)C)CC(=O)O)C=C1)C(F)(F)F (2-(4-(2-(4-methoxy-2-(trifluoromethyl)phenyl)acetamido)-N-(4-(3-(p-tolyl)-1,2,4-oxadiazol-5-yl)benzyl)benzamido)acetic acid). The yield is 14.0%. Reaction SMILES: C([O:5][C:6](=[O:43])[CH2:7][N:8]([CH2:33][C:34]1[CH:42]=[CH:41][C:37]([C:38](O)=[O:39])=[CH:36][CH:35]=1)[C:9](=[O:32])[C:10]1[CH:15]=[CH:14][C:13]([NH:16][C:17](=[O:31])[CH2:18][C:19]2[CH:24]=[CH:23][C:22]([O:25][CH3:26])=[CH:21][C:20]=2[C:27]([F:30])([F:29])[F:28])=[CH:12][CH:11]=1)(C)(C)C.CN1CCOCC1.ClC(OCC(C)C)=O.O[N:60]=[C:61]([NH2:69])[C:62]1[CH:67]=[CH:66][C:65]([CH3:68])=[CH:64][CH:63]=1>O1CCOCC1.CN(C=O)C.C(Cl)Cl>[CH3:26][O:25][C:22]1[CH:23]=[CH:24][C:19]([CH2:18][C:17]([NH:16][C:13]2[CH:12]=[CH:11][C:10]([C:9]([N:8]([CH2:7][C:6]([OH:5])=[O:43])[CH2:33][C:34]3[CH:35]=[CH:36][C:37]([C:38]4[O:39][N:69]=[C:61]([C:62]5[CH:67]=[CH:66][C:65]([CH3:68])=[CH:64][CH:63]=5)[N:60]=4)=[CH:41][CH:42]=3)=[O:32])=[CH:15][CH:14]=2)=[O:31])=[C:20]([C:27]([F:29])([F:28])[F:30])[CH:21]=1. Procedure details: To a stirring solution of 4-((N-(2-(tert-butoxy)-2-oxoethyl)-4-(2-(4-methoxy-2-(trifluoromethyl)phenyl)acetamido)benzamido)methyl)benzoic acid INT-37 (141 mg, 0.235 mmol) and 4-methylmorpholine (57.0 μl, 0.52 mmol) in dioxane (4 mL) was added isobutyl chloroformate (31.0 μl, 0.24 mmol). After 1 h, the reaction mixture was added through a frit to a stirred solution of N′-hydroxy-4-methylbenzimidamide (38.8 mg, 0.258 mmol) in DMF (2 mL). After stirring at room temperature for 1 h, the reaction mix...